From a dataset of the Open Reaction Database (ORD), a public repository of structured organic reaction records. describe an organic reaction: reactants, conditions, products, and yield Starting materials: CCCCC(=O)Nc1ccc(Cl)c(-n2nc(CCCC)c(Cc3ccc(-c4ccccc4S(=O)(=O)NC(=O)c4ccccc4Cl)cc3)c2C(=O)OCC)c1, CO, Cl, [Na+], [OH-], O. The product is CCCCC(=O)Nc1ccc(Cl)c(-n2nc(CCCC)c(Cc3ccc(-c4ccccc4S(=O)(=O)NC(=O)c4ccccc4Cl)cc3)c2C(=O)O)c1. Reaction SMILES: [CH2:1]([CH2:2][CH2:3][CH3:4])[c:5]1[n:6][n:7](-[c:41]2[c:42]([Cl:54])[cH:43][cH:44][c:45]([NH:47][C:48]([CH2:49][CH2:50][CH2:51][CH3:52])=[O:53])[cH:46]2)[c:8]([C:36](=[O:37])[O:38][CH2:39][CH3:40])[c:9]1[CH2:10][c:11]1[cH:12][cH:13][c:14](-[c:17]2[c:18]([S:23]([NH:24][C:25]([c:26]3[c:27]([Cl:32])[cH:28][cH:29][cH:30][cH:31]3)=[O:33])(=[O:34])=[O:35])[cH:19][cH:20][cH:21][cH:22]2)[cH:15][cH:16]1.[CH3:57][OH:58].[ClH:59].[Na+:56].[OH-:55].[OH2:60]>>[CH2:1]([CH2:2][CH2:3][CH3:4])[c:5]1[n:6][n:7](-[c:41]2[c:42]([Cl:54])[cH:43][cH:44][c:45]([NH:47][C:48]([CH2:49][CH2:50][CH2:51][CH3:52])=[O:53])[cH:46]2)[c:8]([C:36](=[O:37])[OH:38])[c:9]1[CH2:10][c:11]1[cH:12][cH:13][c:14](-[c:17]2[c:18]([S:23]([NH:24][C:25]([c:26]3[c:27]([Cl:32])[cH:28][cH:29][cH:30][cH:31]3)=[O:33])(=[O:34])=[O:35])[cH:19][cH:20][cH:21][cH:22]2)[cH:15][cH:16]1. The reactants are CCOC(=O)c1cc(OC)c(OCC(F)(F)F)cc1[N+](=O)[O-], CCO, CCOC(C)=O, [H][H]. Yields the product CCOC(=O)c1cc(OC)c(OCC(F)(F)F)cc1N. As a reaction SMILES: [CH3:1][O:2][c:3]1[cH:4][c:5]([C:6](=[O:7])[O:8][CH2:9][CH3:10])[c:11]([N+:20]([O-:21])=[O:22])[cH:12][c:13]1[O:14][CH2:15][C:16]([F:17])([F:18])[F:19].[CH3:25][CH2:26][OH:27].[CH3:28][CH2:29][O:30][C:31](=[O:32])[CH3:33].[H:23][H:24]>>[CH3:1][O:2][c:3]1[cH:4][c:5]([C:6](=[O:7])[O:8][CH2:9][CH3:10])[c:11]([NH2:20])[cH:12][c:13]1[O:14][CH2:15][C:16]([F:17])([F:18])[F:19]. Reactants: CN(C)C (Trimethylamine), N(=[N+]=[N-])C(C(C(=O)OC)(F)F)(F)F (methyl 3-azidotetrafluoropropionate). The solvent is CCOCC (ether). Reaction conditions: time 4 hour. Product: C[N+](C)(C)C.N(=[N+]=[N-])C(C(C(=O)[O-])(F)F)(F)F (Tetramethylammonium 3-azidotetrafluoropropionate). RXN SMILES: [CH3:1][N:2]([CH3:4])[CH3:3].[N:5]([C:8]([F:17])([F:16])[C:9]([F:15])([F:14])[C:10]([O:12]C)=[O:11])=[N+:6]=[N-:7]>CCOCC>[CH3:1][N+:2]([CH3:8])([CH3:4])[CH3:3].[N:5]([C:8]([F:16])([F:17])[C:9]([F:15])([F:14])[C:10]([O-:12])=[O:11])=[N+:6]=[N-:7] |f:3.4|. Reported procedure: Trimethylamine (10.6 g, 0.18 mole) was distilled into a solution of 37.0 g (0.184 mole) of methyl 3-azidotetrafluoropropionate, prepared as in Example 9, in 100 ml of ether. Precipitation of product was accompanied by a small exotherm. The reaction was determined by gas chromatography to be nearly complete after 4 hr. The mixture was stirred overnight, then evaporated under vacuum until dry. The residue was 31.8 g (68%) of tetramethylammonium-3-azidotetrafluoropropionate, mp 144°-145° (dec.). IR... Reactants: ClC1=CC=C(C=C1)C=1C(NN=CC1C1=CC=C(C=C1)S(=O)(=O)C)=O (4-(4-chlorophenyl)-5-[4-(methylsulfonyl)phenyl]-3(2H)-pyridazinone), BrC1=CC(=C(C=C1)F)F (1-bromo-3,4-difluorobenzene), N (NH3). The solvent is O (H2O). Yields the product FC=1C=C(C=CC1F)N1N=CC(=C(C1=O)C1=CC=C(C=C1)Cl)C1=CC=C(C=C1)S(=O)(=O)C (2-(3 4-Difluorophenyl)-4-(4-chlorophenyl)-5-[4-(methylsulfonyl)phenyl]-3(2H)-pyridazinone). Reaction SMILES: [Cl:1][C:2]1[CH:7]=[CH:6][C:5]([C:8]2[C:9](=[O:24])[NH:10][N:11]=[CH:12][C:13]=2[C:14]2[CH:19]=[CH:18][C:17]([S:20]([CH3:23])(=[O:22])=[O:21])=[CH:16][CH:15]=2)=[CH:4][CH:3]=1.Br[C:26]1[CH:31]=[CH:30][C:29]([F:32])=[C:28]([F:33])[CH:27]=1.N>O>[F:32][C:29]1[CH:30]=[C:31]([N:10]2[C:9](=[O:24])[C:8]([C:5]3[CH:6]=[CH:7][C:2]([Cl:1])=[CH:3][CH:4]=3)=[C:13]([C:14]3[CH:19]=[CH:18][C:17]([S:20]([CH3:23])(=[O:22])=[O:21])=[CH:16][CH:15]=3)[CH:12]=[N:11]2)[CH:26]=[CH:27][C:28]=1[F:33]. Reported procedure: The title compound was prepared according to Example 93, starting with 4-(4-chlorophenyl)-5-[4-(methylsulfonyl)phenyl]-3(2H)-pyridazinone in place of 4-(4-fluorophenyl)-5-[4-(methylsulfonyl)phenyl]-3(2H)-pyridazinone and substituting 1-bromo-3,4-difluorobenzene in place of 4-bromothioanisole (yield: 310 mg, 65.7%). mp 187-188° C. 1H NMR (300 MHz, CDCl3) δ 3.09 (s, 3H), 7.18 (d, J=9 Hz, 2H), 7.29 (m, 3H), 7.41 (d, J=9 Hz, 2H), 7.52 (m, 1H), 7.65 (m, 1H), 7.92 (d, J=9 Hz, 2H), 8.01 (s, 1H). MS (DC... Starting materials: ClC1=CC(=C(C=2C3=C(C(NC12)=O)SC=C3)C3=CC=C(C=C3)CC(C)NC(OC(C)(C)C)=O)OC (tert-butyl 1-(4-(6-chloro-8-methoxy-4-oxo-4,5-dihydrothieno[2,3-c]quinolin-9-yl)phenyl)propan-2-ylcarbamate), B(Br)(Br)Br (BBr3). Product: Cl.NC(CC1=CC=C(C=C1)C=1C=2C3=C(C(NC2C(=CC1O)Cl)=O)SC=C3)C (9-(4-(2-aminopropyl)phenyl)-6-chloro-8-hydroxythieno[2,3-c]quinolin-4(5H)-one Hydrochloride). Isolated yield 120.8%. As a reaction SMILES: [Cl:1][C:2]1[C:11]2[NH:10][C:9](=[O:12])[C:8]3[S:13][CH:14]=[CH:15][C:7]=3[C:6]=2[C:5]([C:16]2[CH:21]=[CH:20][C:19]([CH2:22][CH:23]([NH:25]C(=O)OC(C)(C)C)[CH3:24])=[CH:18][CH:17]=2)=[C:4]([O:33]C)[CH:3]=1.B(Br)(Br)Br>>[ClH:1].[NH2:25][CH:23]([CH3:24])[CH2:22][C:19]1[CH:20]=[CH:21][C:16]([C:5]2[C:6]3[C:7]4[CH:15]=[CH:14][S:13][C:8]=4[C:9](=[O:12])[NH:10][C:11]=3[C:2]([Cl:1])=[CH:3][C:4]=2[OH:33])=[CH:17][CH:18]=1 |f:2.3|. Procedure details: Following General Procedure F, a tert-butyl 1-(4-(6-chloro-8-methoxy-4-oxo-4,5-dihydrothieno[2,3-c]quinolin-9-yl)phenyl)propan-2-ylcarbamate (55 mg, 0.11 mmol) was reacted with BBr3 (1.0 M in CH2Cl2, 2 mL, 2 mmol) to afford the desired product (28 mg, 66%) as a white solid: 1H NMR (500 MHz, CD3OD) δ 7.61 (d, J=5.4 Hz, 1H), 7.47 (dd, J=22.8, 7.8 Hz, 2H), 7.36-7.29 (m, 3H), 6.08 (d, J=5.4 Hz, 1H), 3.65 (dd, J=13.7, 6.9 Hz, 1H), 3.05 (ddd, J=34.9, 13.6, 7.3 Hz, 2H), 1.39 (d, J=6.6 Hz, 3H): ESI MS m... The reactants are NC1=NC(=NC(=N1)NCCCCC1CC(N(C(C1)(C)C)OC1CCCCC1)(C)C)NCCCCC1CC(N(C(C1)(C)C)OC1CCCCC1)(C)C (2-Amino-4,6-bis[N-(1-cyclohexyloxy-2,2,6,6-tetramethylpiperidin-4-yl)butylamino]-1,3,5-triazine), C1C(C)O1 (propylene oxide). The product is OC(CNC1=NC(=NC(=N1)NCCCCC1CC(N(C(C1)(C)C)OC1CCCCC1)(C)C)NCCCCC1CC(N(C(C1)(C)C)OC1CCCCC1)(C)C)C (2-[(2-Hydroxypropyl)amino]-4,6-bis[N-(1-cyclohexyloxy-2,2,6,6-tetramethylpiperidin-4-yl)butylamino]-1,3,5-triazine). As a reaction SMILES: [NH2:1][C:2]1[N:7]=[C:6]([NH:8][CH2:9][CH2:10][CH2:11][CH2:12][CH:13]2[CH2:18][C:17]([CH3:20])([CH3:19])[N:16]([O:21][CH:22]3[CH2:27][CH2:26][CH2:25][CH2:24][CH2:23]3)[C:15]([CH3:29])([CH3:28])[CH2:14]2)[N:5]=[C:4]([NH:30][CH2:31][CH2:32][CH2:33][CH2:34][CH:35]2[CH2:40][C:39]([CH3:42])([CH3:41])[N:38]([O:43][CH:44]3[CH2:49][CH2:48][CH2:47][CH2:46][CH2:45]3)[C:37]([CH3:51])([CH3:50])[CH2:36]2)[N:3]=1.[CH2:52]1[O:55][CH:53]1[CH3:54]>>[OH:55][CH:53]([CH3:54])[CH2:52][NH:1][C:2]1[N:7]=[C:6]([NH:8][CH2:9][CH2:10][CH2:11][CH2:12][CH:13]2[CH2:18][C:17]([CH3:19])([CH3:20])[N:16]([O:21][CH:22]3[CH2:23][CH2:24][CH2:25][CH2:26][CH2:27]3)[C:15]([CH3:28])([CH3:29])[CH2:14]2)[N:5]=[C:4]([NH:30][CH2:31][CH2:32][CH2:33][CH2:34][CH:35]2[CH2:36][C:37]([CH3:51])([CH3:50])[N:38]([O:43][CH:44]3[CH2:45][CH2:46][CH2:47][CH2:48][CH2:49]3)[C:39]([CH3:41])([CH3:42])[CH2:40]2)[N:3]=1. Procedure: The title compound is prepared from the reaction of the compound prepared in Example 22 with propylene oxide. The reactants are CC(C)(C)[Si](C)(C)Cl, COc1ccc([N+](=O)[O-])cc1O, CN(C)C=O, c1c[nH]cn1. Yields the product COc1ccc([N+](=O)[O-])cc1O[Si](C)(C)C(C)(C)C. As a reaction SMILES: [C:18]([CH3:19])([CH3:20])([CH3:21])[Si:22]([CH3:23])([CH3:24])[Cl:25].[CH3:1][O:2][c:3]1[c:4]([OH:12])[cH:5][c:6]([N+:9](=[O:10])[O-:11])[cH:7][cH:8]1.[O:26]=[CH:27][N:28]([CH3:29])[CH3:30].[nH:13]1[cH:14][cH:15][n:16][cH:17]1>>[CH3:1][O:2][c:3]1[c:4]([O:12][Si:22]([C:18]([CH3:19])([CH3:20])[CH3:21])([CH3:23])[CH3:24])[cH:5][c:6]([N+:9](=[O:10])[O-:11])[cH:7][cH:8]1.